From a dataset of the Open Reaction Database (ORD), a public repository of structured organic reaction records. describe an organic reaction: reactants, conditions, products, and yield Reactants: CC(C)[Si](C(C)C)(C(C)C)N1C=C2C=C(Br)OCC3=C2C(=C1)CC3N(C)C, [Li]CCCC, CN(C)C=O, [Cl-], [NH4+], C1CCOC1. The product is CC(C)[Si](C(C)C)(C(C)C)N1C=C2C=C(C=O)OCC3=C2C(=C1)CC3N(C)C. RXN SMILES: [Br:1][C:2]1=[CH:3][C:4]2=[CH:17][N:16]([Si:18]([CH:19]([CH3:20])[CH3:21])([CH:22]([CH3:23])[CH3:24])[CH:25]([CH3:26])[CH3:27])[CH:15]=[C:6]3[C:5]2=[C:9]([CH:8]([N:12]([CH3:13])[CH3:14])[CH2:7]3)[CH2:10][O:11]1.[CH3:28][CH2:29][CH2:30][CH2:31][Li:32].[CH3:33][N:34]([CH:35]=[O:36])[CH3:37].[Cl-:43].[NH4+:44].[O:38]1[CH2:39][CH2:40][CH2:41][CH2:42]1>>[C:2]1([CH:35]=[O:36])=[CH:3][C:4]2=[CH:17][N:16]([Si:18]([CH:19]([CH3:20])[CH3:21])([CH:22]([CH3:23])[CH3:24])[CH:25]([CH3:26])[CH3:27])[CH:15]=[C:6]3[C:5]2=[C:9]([CH:8]([N:12]([CH3:13])[CH3:14])[CH2:7]3)[CH2:10][O:11]1. RXN SMILES: [Br:1][c:2]1[cH:3][c:4]([CH2:12][C:13](=[O:14])[OH:15])[cH:5][cH:6][c:7]1[S:8][CH:9]1[CH2:10][CH2:11]1.[CH3:21][OH:22].[S:16](=[O:17])(=[O:18])([OH:19])[OH:20]>>[Br:1][c:2]1[cH:3][c:4]([CH2:12][C:13](=[O:14])[O:15][CH3:21])[cH:5][cH:6][c:7]1[S:8][CH:9]1[CH2:10][CH2:11]1. The product is COC(=O)Cc1ccc(SC2CC2)c(Br)c1. Starting materials: O=C(O)Cc1ccc(SC2CC2)c(Br)c1, CO, O=S(=O)(O)O. The reactants are CCCN, CC#N, ClCc1ccc(Cl)nc1. Product: CCCNCc1ccc(Cl)nc1. As a reaction SMILES: [CH2:10]([CH2:11][CH3:12])[NH2:13].[CH3:14][C:15]#[N:16].[Cl:1][c:2]1[cH:3][cH:4][c:5]([CH2:8][Cl:9])[cH:6][n:7]1>>[Cl:1][c:2]1[cH:3][cH:4][c:5]([CH2:8][NH:13][CH2:10][CH2:11][CH3:12])[cH:6][n:7]1.